From a dataset of the Open Reaction Database (ORD), a public repository of structured organic reaction records. describe an organic reaction: reactants, conditions, products, and yield Starting materials: COC1=NC(=NC(=C1)OC)OC1=C(C=2C=C(NC2C=C1)C)C(=O)OCC1=CC=CC=C1 (benzyl 5-[(4,6-dimethoxypyrimidin-2-yl)oxy]-2-methylindol-4-carboxylate), CN(C=O)C (N,N-dimethylformamide), P(=O)(Cl)(Cl)Cl (phosphorus oxychloride), CN(C=O)C (N,N-dimethylformamide), [OH-].[Na+] (sodium hydroxide), ice water. Run at time 30 minute. Yields the product COC1=NC(=NC(=C1)OC)OC1=C(C=2C(=C(NC2C=C1)C)C=O)C(=O)OCC1=CC=CC=C1 (Benzyl 5-[(4,6-Dimethoxypyrimidin-2-yl)oxy]-3-formyl-2-methylindol-4-carboxylate). The yield is 81.5%. Reaction SMILES: P(Cl)(Cl)(Cl)=O.[CH3:6][O:7][C:8]1[CH:13]=[C:12]([O:14][CH3:15])[N:11]=[C:10]([O:16][C:17]2[CH:25]=[CH:24][C:23]3[NH:22][C:21]([CH3:26])=[CH:20][C:19]=3[C:18]=2[C:27]([O:29][CH2:30][C:31]2[CH:36]=[CH:35][CH:34]=[CH:33][CH:32]=2)=[O:28])[N:9]=1.[OH-].[Na+].CN(C)[CH:41]=[O:42]>>[CH3:15][O:14][C:12]1[CH:13]=[C:8]([O:7][CH3:6])[N:9]=[C:10]([O:16][C:17]2[CH:25]=[CH:24][C:23]3[NH:22][C:21]([CH3:26])=[C:20]([CH:41]=[O:42])[C:19]=3[C:18]=2[C:27]([O:29][CH2:30][C:31]2[CH:36]=[CH:35][CH:34]=[CH:33][CH:32]=2)=[O:28])[N:11]=1 |f:2.3|. Reported procedure: 0.46 ml of phosphorus oxychloride was dropwise added to 1.8 ml of N,N-dimethylformamide under cooling with ice, and the mixture was stirred for 30 minutes. Then, 2.3 g of benzyl 5-[(4,6-dimethoxypyrimidin-2-yl)oxy]-2-methylindol-4-carboxylate was dissolved in 10 ml of N,N-dimethylformamide, and the solution was dropwise added to the above mixture under cooling with ice. The mixture was stirred for 30 minutes, and then poured into ice water. An aqueous sodium hydroxide solution was added thereto ...